This data is from the Open Reaction Database (ORD), a public repository of structured organic reaction records. The task is: describe an organic reaction: reactants, conditions, products, and yield The reactants are CC(C)C(N)C(=O)O, O=CO, CC(=O)OC=O. Product: CC(C)C(NC=O)C(=O)O. Reaction SMILES: [CH3:1][CH:2]([CH3:3])[CH:4]([NH2:5])[C:6]([OH:7])=[O:8].[CH:15]([OH:16])=[O:17].[CH:9](=[O:10])[O:11][C:12](=[O:13])[CH3:14]>>[CH3:1][CH:2]([CH3:3])[CH:4]([NH:5][CH:9]=[O:10])[C:6]([OH:7])=[O:8]. Reactants: C/C(=N\[Si](C)(C)C)/O[Si](C)(C)C (N,O-bis(trimethylsilyl)acetamide), NC1=NC(=NC=C1F)O (4-Amino-5-fluoropyrimidin-2-ol), C(C)#N (acetonitrile), C1(=CC=CC=C1)CS(=O)(=O)Cl (Phenylmethanesulfonyl chloride). Conditions: time 1.5 hour. The product is FC=1C(=NC(N(C1)C)=O)N(S(=O)(=O)CC1=CC=CC=C1)C (N-(5-fluoro-1-methyl-2-oxo-1,2-dihydropyrimidin-4-yl)-N-methyl-C-phenylmethanesulfonamide). The yield is 27.0%. Reaction SMILES: N[C:2]1[C:7]([F:8])=[CH:6][N:5]=[C:4](O)[N:3]=1.C/[C:11](/[O:17][Si](C)(C)C)=[N:12]\[Si](C)(C)C.[C:22]1([CH2:28][S:29](Cl)(=[O:31])=[O:30])[CH:27]=[CH:26][CH:25]=[CH:24][CH:23]=1.[C:33](#N)C>>[F:8][C:7]1[C:6]([N:5]([CH3:4])[S:29]([CH2:28][C:22]2[CH:27]=[CH:26][CH:25]=[CH:24][CH:23]=2)(=[O:31])=[O:30])=[N:12][C:11](=[O:17])[N:3]([CH3:33])[CH:2]=1. Procedure: 4-Amino-5-fluoropyrimidin-2-ol (2 grams (g), 15.5 mmol) was stirred in acetonitrile (CH3CN; 80 mL) at 50° C. To the warm mixture was added N,O-bis(trimethylsilyl)acetamide (BSA; 9.4 g, 46.3 mmol), and stiffing and heating were continued for 1.5 h. Phenylmethanesulfonyl chloride (3.2 g, 16.8 mmol) was added. After 2 h, the reaction mixture was cooled to room temperature and partitioned between CH3CN and brine. The organic phase was dried over MgSO4, filtered, evaporated and placed directly onto a... As a reaction SMILES: [Al+3:2].[CH2:25]([Cl:26])[Cl:27].[CH3:20][C:21]([Cl:22])=[O:23].[CH3:5][O:6][C:7]1=[CH:12][CH:11]2[CH2:10][CH:9]3[C:8]1([CH:13]2[O:14][CH3:15])[CH:19]=[CH:18][CH:17]=[CH:16]3.[Cl-:1].[Cl-:3].[Cl-:4].[OH2:24]>>[CH3:5][O:6][C:7]1=[C:12]([C:21]([CH3:20])=[O:23])[CH:11]2[CH2:10][CH:9]3[C:8]1([CH:13]2[O:14][CH3:15])[CH:19]=[CH:18][CH:17]=[CH:16]3. The reactants are [Al+3], ClCCl, CC(=O)Cl, COC1=CC2CC3C=CC=CC13C2OC, [Cl-], [Cl-], [Cl-], O. The product is COC1=C(C(C)=O)C2CC3C=CC=CC13C2OC. The reactants are BrC=1N(C2=CC=CC=C2C1C#N)C1=CC=C(C=C1)O (2-Bromo-1-(4-hydroxy-phenyl)-1H-indole-3-carbonitrile), S1C=C(C=C1)B(O)O (3-thiopheneboronic acid), C([O-])([O-])=O.[K+].[K+] (potassium carbonate). Reagents/catalysts: [Pd].C1(=CC=CC=C1)P(C1=CC=CC=C1)C1=CC=CC=C1.C1(=CC=CC=C1)P(C1=CC=CC=C1)C1=CC=CC=C1.C1(=CC=CC=C1)P(C1=CC=CC=C1)C1=CC=CC=C1.C1(=CC=CC=C1)P(C1=CC=CC=C1)C1=CC=CC=C1 (tetrakis(triphenylphosphine) palladium). Run in C1CCOC1.CCO.O (THF EtOH H2O). Reaction conditions: temperature 100 celsius, time 48 hour. Yields the product OC1=CC=C(C=C1)N1C(=C(C2=CC=CC=C12)C#N)C1=CSC=C1 (1-(4-Hydroxy-phenyl)-2-thiophen-3-yl-1H-indole-3-carbonitrile). Reaction SMILES: Br[C:2]1[N:3]([C:13]2[CH:18]=[CH:17][C:16]([OH:19])=[CH:15][CH:14]=2)[C:4]2[C:9]([C:10]=1[C:11]#[N:12])=[CH:8][CH:7]=[CH:6][CH:5]=2.[S:20]1[CH:24]=[CH:23][C:22](B(O)O)=[CH:21]1.C(=O)([O-])[O-].[K+].[K+]>[Pd].C1(P(C2C=CC=CC=2)C2C=CC=CC=2)C=CC=CC=1.C1(P(C2C=CC=CC=2)C2C=CC=CC=2)C=CC=CC=1.C1(P(C2C=CC=CC=2)C2C=CC=CC=2)C=CC=CC=1.C1(P(C2C=CC=CC=2)C2C=CC=CC=2)C=CC=CC=1.C1COCC1.CCO.O>[OH:19][C:16]1[CH:17]=[CH:18][C:13]([N:3]2[C:4]3[C:9](=[CH:8][CH:7]=[CH:6][CH:5]=3)[C:10]([C:11]#[N:12])=[C:2]2[C:22]2[CH:23]=[CH:24][S:20][CH:21]=2)=[CH:14][CH:15]=1 |f:2.3.4,5.6.7.8.9,10.11.12|. Reported procedure: To 2-bromo-1-(4-hydroxy-phenyl)-1H-indole-3-carbonitrile (Example 1) was added 2 eq 3-thiopheneboronic acid, 2.1 eq potassium carbonate and 10 mol % tetrakis(triphenylphosphine) palladium. THF:EtOH:H2O (4:1:0.5) was added and the vial was flushed with nitrogen, sealed and stirred at 100° C. for 48 hours. The reaction mixture was cooled to rt, diluted with H2O, extracted with EtOAc and filtered through silica. The organic phase was evaporated to dryness and the crude product was subjected to reve... The yield is 53.3%. Reported procedure: 1,3-dimethyl-1H-pyrazol-4-amine (180 mg, 1.62 mmol), 2-(2,5-dichloropyridin-4-ylamino)-N-methylbenzamide (400 mg, 1.35 mmol), Sodium t-Butoxide (156 mg, 1.62 mmol),(R)-(-)-1-[(S)-2-(DICYCLOHEXYLPHOSPHINO)FERROCENYL]ETHYLDI-T- BUTYLPHOSPHINE (73.8 mg, 0.14 mmol) and diacetoxypalladium (24.26 mg, 0.11 mmol) were suspended in DME (8 mL) and sealed into a microwave tube. The reaction was heated to 150 °C for 30 minutes in the microwave reactor and cooled to RT. Incomplete reaction, the reaction was ... Run at temperature 150 celsius. The solvent is COCCOC. Starting materials: CC1=NN(C=C1N)C, CNC(=O)C1=CC=CC=C1NC2=CC(=NC=C2Cl)Cl. Product: CC1=NN(C=C1NC2=NC=C(C(=C2)NC3=CC=CC=C3C(=O)NC)Cl)C. Reagents/catalysts: CC(C)(C)[O-].[Na+], CC(C1CCCC1P(C2CCCCC2)C3CCCCC3)P(C(C)(C)C)C(C)(C)C.C1CCCC1.[Fe], CC(=O)O.CC(=O)O.[Pd].